From a dataset of the Open Reaction Database (ORD), a public repository of structured organic reaction records. describe an organic reaction: reactants, conditions, products, and yield Starting materials: melamine resin, phenolic resin, C1CC2C(C3C=CC(N3)C(C4CCC(N4)C(C5C=CC(N5)C(C1N2)C6=CC=C(C=C6)C(=O)O)C7=CC=C(C=C7)C(=O)O)C8=CC=C(C=C8)C(=O)O)C9=CC=C(C=C9)C(=O)O (meso-Tetraphenylporphine-4,4′,4″,4′″-tetracarboxylic acid), [O-2].[O-2].[Ti+4] (titanium dioxide), C=1(C(=CC=CC1)C)C (xylene). Run in C(CCC)O (1-butanol). Yields the product C12=CC=C(N1)C=C1C=CC(=N1)C=C1C=CC(N1)=CC=1C=CC(N1)=C2.[O-2].[Ti+4].[O-2] (porphine titanium oxide), TiO2. RXN SMILES: [CH2:1]1[CH:23]2[NH:24][CH:3]([CH:4](C3C=CC(C(O)=O)=CC=3)[CH:5]3[NH:9][CH:8]([CH:10](C4C=CC(C(O)=O)=CC=4)[CH:11]4[NH:15][CH:14]([CH:16](C5C=CC(C(O)=O)=CC=5)[CH:17]5[NH:21][CH:20]([CH:22]2C2C=CC(C(O)=[O:32])=CC=2)[CH:19]=[CH:18]5)[CH2:13][CH2:12]4)[CH:7]=[CH:6]3)[CH2:2]1.[O-2:61].[O-2].[Ti+4:63].C1(C)C(C)=CC=CC=1>C(O)CCC>[C:5]12[CH:4]=[C:3]3[N:24]=[C:23]([CH:1]=[CH:2]3)[CH:22]=[C:20]3[NH:21][C:17]([CH:18]=[CH:19]3)=[CH:16][C:14]3=[N:15][C:11]([CH:12]=[CH:13]3)=[CH:10][C:8]([NH:9]1)=[CH:7][CH:6]=2.[O-2:32].[Ti+4:63].[O-2:61] |f:1.2.3,6.7.8.9|. Reported procedure: An invented undercoat layer dispersion was prepared as follows: a porphine/titanium oxide/phenolic resin/melamine resin dispersion was prepared by ball milling 0.25 grams of meso-Tetraphenylporphine-4,4′,4″,4′″-tetracarboxylic acid (commercially available from Frontier Scientific, Inc., Logan, Utah), 15 grams of titanium dioxide (MT-150W, Tayca Company), 8 grams of the phenolic resin (VARCUM 29159, OxyChem Company, Mw of about 3,600, viscosity of about 200 cps) and 7.5 grams of the melamine resi... The reactants are FC1(C[C@@H](CC1)[C@](C(=O)O)(C1=CC=C(C=C1)Br)O)F ((2R)-2-((1R)-3,3-difluorocyclopentyl)-2-hydroxy-2-(4-bromophenyl)acetic acid), OCCC1CCN(CC1)C(=O)OC(C)(C)C (t-butyl 4-(2-hydroxyethyl)tetrahydro-pyridine-1(2H)-carboxylate). The product is FC1(C[C@@H](CC1)[C@](C(=O)OCCC1CCNCC1)(C1=CC=C(C=C1)Br)O)F (2-(Piperidin-4-yl)ethyl (2R)-((1R)-3,3-difluorocyclopentyl)-2-hydroxy-2-(4-bromophenyl)ethanoate). RXN SMILES: [F:1][C:2]1([F:19])[CH2:6][CH2:5][C@@H:4]([C@@:7]([OH:18])([C:11]2[CH:16]=[CH:15][C:14]([Br:17])=[CH:13][CH:12]=2)[C:8]([OH:10])=[O:9])[CH2:3]1.O[CH2:21][CH2:22][CH:23]1[CH2:28][CH2:27][N:26](C(OC(C)(C)C)=O)[CH2:25][CH2:24]1>>[F:19][C:2]1([F:1])[CH2:6][CH2:5][C@@H:4]([C@@:7]([OH:18])([C:11]2[CH:12]=[CH:13][C:14]([Br:17])=[CH:15][CH:16]=2)[C:8]([O:10][CH2:21][CH2:22][CH:23]2[CH2:28][CH2:27][NH:26][CH2:25][CH2:24]2)=[O:9])[CH2:3]1. Reported procedure: Using (2R)-2-((1R)-3,3-difluorocyclopentyl)-2-hydroxy-2-(4-bromophenyl)acetic acid and t-butyl 4-(2-hydroxyethyl)tetrahydro-pyridine-1(2H)-carboxylate, the title compound was prepared by a method similar to steps 2 and 3 of Referential Example 12. Starting materials: C(C)(=O)O (acetic acid), COC1OC(CC1)OC (2,5-dimethoxytetrahydrofuran), NC=1C=C(C(=O)NC2=C(C(=O)O)C=CC(=C2)C2=CC=CC=C2)C=CC1 (2-(3-aminobenzamido)-4-phenylbenzoic acid), C(O)([O-])=O.[Na+] (sodium hydrogen carbonate). Run in C(C)(=O)OCC (Ethyl acetate). Conditions: temperature 90 celsius, time 5 minute. Product: C1(=CC=CC=C1)C1=CC(=C(C(=O)O)C=C1)NC(C1=CC(=CC=C1)N1C=CC=C1)=O (4-phenyl-2-(3-(1H-pyrrol-1-yl)benzamido) benzoic acid). As a reaction SMILES: C(O)(=O)C.CO[CH:7]1[CH2:11][CH2:10][CH:9](OC)O1.[NH2:14][C:15]1[CH:16]=[C:17]([CH:36]=[CH:37][CH:38]=1)[C:18]([NH:20][C:21]1[CH:29]=[C:28]([C:30]2[CH:35]=[CH:34][CH:33]=[CH:32][CH:31]=2)[CH:27]=[CH:26][C:22]=1[C:23]([OH:25])=[O:24])=[O:19].C(=O)([O-])O.[Na+]>C(OCC)(=O)C>[C:30]1([C:28]2[CH:27]=[CH:26][C:22]([C:23]([OH:25])=[O:24])=[C:21]([NH:20][C:18](=[O:19])[C:17]3[CH:36]=[CH:37][CH:38]=[C:15]([N:14]4[CH:7]=[CH:11][CH:10]=[CH:9]4)[CH:16]=3)[CH:29]=2)[CH:35]=[CH:34][CH:33]=[CH:32][CH:31]=1 |f:3.4|. Procedure details: 0.25 mL of acetic acid and 4.3 μL of 2,5-dimethoxytetrahydrofuran were added sequentially to 10 mg of 2-(3-aminobenzamido)-4-phenylbenzoic acid at room temperature and stirred at 90° C. for 5 minutes. Ethyl acetate and a saturated sodium hydrogen carbonate aqueous solution were added to the reaction mixture. The organic layer was separated and dried over anhydrous magnesium sulfate after washed with a saturated sodium chloride aqueous solution, and the solvent was evaporated under reduced pressu... Reactants: N#N (N2), CCN(C(C)C)C(C)C (DIPEA), ClCC=1N=C(SC1)C1(OCCO1)C (4-chloromethyl-2-(2-methyl-[1,3]dioxolan-2-yl)-thiazole), [N+](=O)([O-])C1=NNN=C1 (4-nitro-2H-[1,2,3]triazole). Run in O (Water), CC(OCC)=O (EA), CN(C)C=O (DMF), CN(C)C=O (DMF). Conditions: temperature 50 celsius, time 48 hour. The product is CC1(OCCO1)C=1SC=C(N1)CN1N=CC(=N1)[N+](=O)[O-] (2-[2-(2-Methyl-[1,3]dioxolan-2-yl)-thiazol-4-ylmethyl]-4-nitro-2H-[1,2,3]triazole). Reaction SMILES: N#N.Cl[CH2:4][C:5]1[N:6]=[C:7]([C:10]2([CH3:15])[O:14][CH2:13][CH2:12][O:11]2)[S:8][CH:9]=1.[N+:16]([C:19]1[CH:23]=[N:22][NH:21][N:20]=1)([O-:18])=[O:17].CCN(C(C)C)C(C)C>CN(C=O)C.CC(=O)OCC.O>[CH3:15][C:10]1([C:7]2[S:8][CH:9]=[C:5]([CH2:4][N:21]3[N:20]=[C:19]([N+:16]([O-:18])=[O:17])[CH:23]=[N:22]3)[N:6]=2)[O:14][CH2:13][CH2:12][O:11]1. Procedure: In a flame dried round-bottomed flask equipped with a magnetic stir bar and under inert atmosphere (N2), a solution of 4-chloromethyl-2-(2-methyl-[1,3]dioxolan-2-yl)-thiazole (231 mg, 1.05 mmol) in DMF (1.5 mL) was added to a solution of 4-nitro-2H-[1,2,3]triazole (100 mg, 0.88 mmol) in DMF (1.5 mL) pre-treated for 30 min with DIPEA (0.30 mL, 1.75 mmol) and the reaction mixture was stirred for 48 h at 50° C. Water (10 mL), followed by EA (10 mL) were added. The aq. layer was extracted with EA (1... Starting materials: C(C)OC(CC1(C(CCC2=CC=C(C=C12)OC)=O)C)=O (ethyl-7-methoxy-1-methyl-2-oxo-1,2,3,4-tetrahydro-1-naphthaleneacetate), CN (methylamine), lactam. The solvent is C(C)O (ethanol). The product is CN1C(CC2(C3=C(CCC12O)C=CC(=C3)OC)C)=O (3,9b-Dimethyl-3a-hydroxy-8-methoxy-2-oxo-2,3,3a,4,5,9b-hexahydro-1H-benz[e]indole). RXN SMILES: C([O:3][C:4](=O)[CH2:5][C:6]1([CH3:19])[C:15]2[C:10](=[CH:11][CH:12]=[C:13]([O:16][CH3:17])[CH:14]=2)[CH2:9][CH2:8][C:7]1=[O:18])C.[CH3:21][NH2:22]>C(O)C>[CH3:21][N:22]1[C:7]2([OH:18])[C:6]([CH3:19])([C:15]3[CH:14]=[C:13]([O:16][CH3:17])[CH:12]=[CH:11][C:10]=3[CH2:9][CH2:8]2)[CH2:5][C:4]1=[O:3]. Procedure: The solution of 22.0 g (79.7 mmol) ethyl-7-methoxy-1-methyl-2-oxo-1,2,3,4-tetrahydro-1-naphthaleneacetate (IXb) and 7.5 g (240 mmol) methylamine in 25 ml ethanol was left at room temperature for 24 hr. The crystalline precipitate formed was separated to give 15.5 g (74.5%) Xb, m.p. 182°-186°. From the mother liquor, after evaporation (35°) and treatment with ether, 1.0 g, additional Xb was collected increasing the yield to 79.5%; IR (Nujol), 3300 (OH), 1670 cm-1 (lactam); NMR (CDCl3 -DMSO) δ, 1.... The reactants are [Br-].OC(COCCCC[N+](C)(C)C)COCCCCCCCCCCCCCCCCCC (4-[2-hydroxy-3-(octadecyloxy)-propoxy]-N,N,N-trimethyl-1-butanaminium bromide), C(C)(=O)OC(C)=O (acetic anhydride), C1(=CC=CC=C1)C (Toluene). Product: [Br-].C(C)(=O)OC(COCCCC[N+](C)(C)C)COCCCCCCCCCCCCCCCCCC (4-[2-(Acetyloxy)-3-(octadecyloxy)propoxy]-N,N,N-trimethyl-1-butanaminium bromide). RXN SMILES: [Br-:1].[OH:2][CH:3]([CH2:14][O:15][CH2:16][CH2:17][CH2:18][CH2:19][CH2:20][CH2:21][CH2:22][CH2:23][CH2:24][CH2:25][CH2:26][CH2:27][CH2:28][CH2:29][CH2:30][CH2:31][CH2:32][CH3:33])[CH2:4][O:5][CH2:6][CH2:7][CH2:8][CH2:9][N+:10]([CH3:13])([CH3:12])[CH3:11].C1(C)C=CC=CC=1.[C:41](OC(=O)C)(=[O:43])[CH3:42]>>[Br-:1].[C:41]([O:2][CH:3]([CH2:14][O:15][CH2:16][CH2:17][CH2:18][CH2:19][CH2:20][CH2:21][CH2:22][CH2:23][CH2:24][CH2:25][CH2:26][CH2:27][CH2:28][CH2:29][CH2:30][CH2:31][CH2:32][CH3:33])[CH2:4][O:5][CH2:6][CH2:7][CH2:8][CH2:9][N+:10]([CH3:11])([CH3:13])[CH3:12])(=[O:43])[CH3:42] |f:0.1,4.5|. Reported procedure: A solution of 580 mg of 4-[2-hydroxy-3-(octadecyloxy)-propoxy]-N,N,N-trimethyl-1-butanaminium bromide in 5 ml of acetic anhydride is stirred at reflux under inert gas for 15 minutes. Toluene is added and the solvents evaporated followed by several additional toluene evaporations. The residue is stirred with ether and stored at 0° C. for several days. The resulting solid is collected and dried to give 480 mg of the desired product. Procedure details: To 51 g. (0.315 mole) of 2,6-dichloroaniline is added 0.4 moles of etherial HCl and 200 ml of m-cresol. The mixture is then stirred and heated on a steam bath to drive off the ether and excess hydrogen chloride. To the resultant mixture is then added 13.3 g. (0.315 mole) of cyanamide then heated for 2 hours on a steam bath. The reaction mixture is then cooled, added to 150 ml of conc. sodium hydroxide solution, cooled and extracted with 2 liters of ether. The ether layer is washed with 2 × 1 lit... Run in CCOCC (ether). Starting materials: ClC1=C(N)C(=CC=C1)Cl (2,6-dichloroaniline), etherial HCl, C1=C(C=CC=C1O)C (m-cresol), Cl (hydrogen chloride), [OH-].[Na+] (sodium hydroxide), resultant mixture, N#CN (cyanamide). Reaction SMILES: [Cl:1][C:2]1[CH:8]=[CH:7][CH:6]=[C:5]([Cl:9])[C:3]=1[NH2:4].C1C(O)=CC=CC=1C.Cl.[N:19]#[C:20][NH2:21].[OH-].[Na+]>CCOCC>[Cl:1][C:2]1[CH:8]=[CH:7][CH:6]=[C:5]([Cl:9])[C:3]=1[NH:4][C:20]([NH2:21])=[NH:19] |f:4.5|. The product is ClC1=C(C(=CC=C1)Cl)NC(=N)N (2,6-dichlorophenylguanidine). Starting materials: ClC=1C(=C(C(=C(C1)C(C)Cl)OC)C1CN(C1)C(=O)OC(C)(C)C)C (tert-butyl 3-[3-chloro-5-(1-chloroethyl)-6-methoxy-2-methylphenyl]azetidine-1-carboxylate), NC=1C2=C(N=CN1)NC=CC2=O (4-aminopyrido[2,3-d]pyrimidin-5(8H)-one), C([O-])([O-])=O.[Cs+].[Cs+] (cesium carbonate), [I-].[K+] (potassium iodide). The solvent is CN(C=O)C (N,N-dimethylformamide), O (water). Conditions: temperature 140 celsius, time 1 hour. The product is NC=1C2=C(N=CN1)N(C=CC2=O)C(C)C=2C(=C(C(=C(C2)Cl)C)C2CN(C2)C(=O)OC(C)(C)C)OC (tert-Butyl 3-{3-[1-(4-amino-5-oxopyrido[2,3-d]pyrimidin-8(5H)-yl)ethyl]5-chloro-2-methoxy-6-methylphenyl}azetidine-1-carboxylate). Reaction SMILES: [NH2:1][C:2]1[C:3]2[C:11](=[O:12])[CH:10]=[CH:9][NH:8][C:4]=2[N:5]=[CH:6][N:7]=1.C(=O)([O-])[O-].[Cs+].[Cs+].[I-].[K+].[Cl:21][C:22]1[C:23]([CH3:44])=[C:24]([CH:33]2[CH2:36][N:35]([C:37]([O:39][C:40]([CH3:43])([CH3:42])[CH3:41])=[O:38])[CH2:34]2)[C:25]([O:31][CH3:32])=[C:26]([CH:28](Cl)[CH3:29])[CH:27]=1>CN(C)C=O.O>[NH2:1][C:2]1[C:3]2[C:11](=[O:12])[CH:10]=[CH:9][N:8]([CH:28]([C:26]3[C:25]([O:31][CH3:32])=[C:24]([CH:33]4[CH2:34][N:35]([C:37]([O:39][C:40]([CH3:42])([CH3:41])[CH3:43])=[O:38])[CH2:36]4)[C:23]([CH3:44])=[C:22]([Cl:21])[CH:27]=3)[CH3:29])[C:4]=2[N:5]=[CH:6][N:7]=1 |f:1.2.3,4.5|. Procedure details: To a mixture of 4-aminopyrido[2,3-d]pyrimidin-5(8H)-one (from VWR) (8.6 mg, 0.053 mmol), cesium carbonate (26 mg, 0.080 mmol) and potassium iodide (0.89 mg, 0.0053 mmol) in N,N-dimethylformamide (0.2 mL) was added tert-butyl 3-[3-chloro-5-(1-chloroethyl)-6-methoxy-2-methylphenyl]azetidine-1-carboxylate (20 mg, 0.05 mmol, from Example 1, step 5, racemic intermediate). The mixture was stirred at 140° C. for 1 hour, then cooled and was diluted with water, extracted with ether. The organic layers we... Starting materials: Cn1cc(Br)cc(Br)c1=O, O=C([O-])[O-], Cn1ccc(N)n1, Cc1ccccc1, [Cs+], [Cs+], O. The product is Cn1ccc(Nc2cc(Br)cn(C)c2=O)n1. As a reaction SMILES: [Br:1][c:2]1[c:3](=[O:10])[n:4]([CH3:9])[cH:5][c:6]([Br:8])[cH:7]1.[C:18](=[O:19])([O-:20])[O-:21].[CH3:11][n:12]1[n:13][c:14]([NH2:17])[cH:15][cH:16]1.[CH3:24][c:25]1[cH:26][cH:27][cH:28][cH:29][cH:30]1.[Cs+:22].[Cs+:23].[OH2:31]>>[c:2]1([NH:17][c:14]2[n:13][n:12]([CH3:11])[cH:16][cH:15]2)[c:3](=[O:10])[n:4]([CH3:9])[cH:5][c:6]([Br:8])[cH:7]1. Product: FC=1C=C2C=CC(=CC2=CC1)C(C(=O)N)C (6-fluoro-2-naphthyl-α-methylacetamide). As a reaction SMILES: [H-].[Na+].[F:3][C:4]1[CH:5]=[C:6]2[C:11](=[CH:12][CH:13]=1)[CH:10]=[C:9]([CH:14]([CH3:18])[C:15](O)=[O:16])[CH:8]=[CH:7]2.C(Cl)(=O)C(Cl)=O.[NH3:25]>C1C=CC=CC=1>[F:3][C:4]1[CH:5]=[C:6]2[C:11](=[CH:12][CH:13]=1)[CH:10]=[C:9]([CH:14]([CH3:18])[C:15]([NH2:25])=[O:16])[CH:8]=[CH:7]2 |f:0.1|. The solvent is C1=CC=CC=C1 (benzene), C1=CC=CC=C1 (benzene). The reactants are [H-].[Na+] (sodium hydride), N (ammonia), FC=1C=C2C=CC(=CC2=CC1)C(C(=O)O)C (6-fluoro-2-naphthyl-α-methylacetic acid), C(C(=O)Cl)(=O)Cl (oxalyl chloride). Run at temperature 0 celsius, time 4 hour. Procedure details: A suspension of 2.4 g. of sodium hydride and 50 ml. of benzene is added to a mixture of 23 g. of 6-fluoro-2-naphthyl-α-methylacetic acid and 450 ml. of benzene. The resulting mixture is stirred for 4 hours. The mixture is cooled to 0° C and 19 g. of oxalyl chloride are added; after the addition, the mixture is allowed to stand for 4 hours. The resulting mixture is then saturated with ammonia and allowed to stand for eight hours. This mixture is then evaporated under reduced pressure. The residue...